Dataset: the Open Reaction Database (ORD), a public repository of structured organic reaction records. Task: describe an organic reaction: reactants, conditions, products, and yield Reactants: CCOC(=O)CBr, C1CCOC1, COc1cc2c(cc1C)C(=O)CC2. Yields the product CCOC(=O)C=C1CCc2cc(OC)c(C)cc21. RXN SMILES: [Br:14][CH2:15][C:16](=[O:17])[O:18][CH2:19][CH3:20].[CH2:21]1[O:22][CH2:23][CH2:24][CH2:25]1.[CH3:1][O:2][c:3]1[cH:4][c:5]2[c:9]([cH:10][c:11]1[CH3:12])[C:8](=[O:13])[CH2:7][CH2:6]2>>[CH3:1][O:2][c:3]1[cH:4][c:5]2[c:9]([cH:10][c:11]1[CH3:12])[C:8](=[CH:15][C:16](=[O:17])[O:18][CH2:19][CH3:20])[CH2:7][CH2:6]2. Starting materials: COC(C(=O)NCC(=O)C1=CN(C2=C(C=CC=C12)OC)CC1CCCCC1)=O (N-[(1-cyclohexylmethyl-7-methoxy-1H-indol-3-yl)-2-oxo-ethyl]-oxalamic acid methyl ester), P12(=S)SP3(=S)SP(=S)(S1)SP(=S)(S2)S3 (phosphorus pentasulfide). Solvent: C(Cl)(Cl)Cl (chloroform). The product is COC(=O)C=1SC(=CN1)C1=CN(C2=C(C=CC=C12)OC)CC1CCCCC1 (5-(1-cyclohexylmethyl-7-methoxy-1H-indol-3-yl)thiazole-2-carboxylic acid methyl ester). Isolated yield 98.2%. RXN SMILES: [CH3:1][O:2][C:3](=[O:28])[C:4]([NH:6][CH2:7][C:8]([C:10]1[C:18]2[C:13](=[C:14]([O:19][CH3:20])[CH:15]=[CH:16][CH:17]=2)[N:12]([CH2:21][CH:22]2[CH2:27][CH2:26][CH2:25][CH2:24][CH2:23]2)[CH:11]=1)=O)=O.P12(SP3(SP(SP(S3)(S1)=S)(=S)S2)=S)=[S:30]>C(Cl)(Cl)Cl>[CH3:1][O:2][C:3]([C:4]1[S:30][C:8]([C:10]2[C:18]3[C:13](=[C:14]([O:19][CH3:20])[CH:15]=[CH:16][CH:17]=3)[N:12]([CH2:21][CH:22]3[CH2:27][CH2:26][CH2:25][CH2:24][CH2:23]3)[CH:11]=2)=[CH:7][N:6]=1)=[O:28]. Procedure: To a solution of N-[(1-cyclohexylmethyl-7-methoxy-1H-indol-3-yl)-2-oxo-ethyl]-oxalamic acid methyl ester (429 mg, 1.11 mmol) in chloroform (20 ml) was added phosphorus pentasulfide (538 mg, 1.21 mmol) and the reaction mixture heated at reflux for 3.5 h. The reaction mixture was cooled, poured into a separating funnel and washed with water and then brine. The organic layers were then dried over magnesium sulfate, filtered and the solvent removed in vacuo. The resulting solid was purified by flash...